Dataset: the Open Reaction Database (ORD), a public repository of structured organic reaction records. Task: describe an organic reaction: reactants, conditions, products, and yield The reactants are [Na+].[Na+].[Na+].NC=1C=C(C=C2C=C(C=C(C12)S(=O)(=O)[O-])S(=O)(=O)[O-])S(=O)(=O)[O-] (8-amino-1,3,6-naphthalenetrisulfonic acid trisodium salt), O.O.O.C(C)(=O)[O-].[Na+] (sodium acetate trihydrate), [N+](=O)([O-])C=1C(=C(C(=O)OC(C2=C(C(=CC=C2)[N+](=O)[O-])S(=O)(=O)O)=O)C=CC1)S(=O)(=O)O (3-nitrosulfobenzoic anhydride). The solvent is O (water), O (water). The product is [N+](=O)([O-])C=1C(=C(C(=O)NC=2C=C(C=C3C=C(C=C(C23)S(=O)(=O)O)S(=O)(=O)O)S(=O)(=O)O)C=CC1)S(=O)(=O)O (8-(3-nitro-2-sulfobenzamido)-1,3,6-naphthalene trisulfonic acid). RXN SMILES: [Na+].[Na+].[Na+].[NH2:4][C:5]1[CH:6]=[C:7]([S:23]([O-:26])(=[O:25])=[O:24])[CH:8]=[C:9]2[C:14]=1[C:13]([S:15]([O-:18])(=[O:17])=[O:16])=[CH:12][C:11]([S:19]([O-:22])(=[O:21])=[O:20])=[CH:10]2.O.O.O.C([O-])(=O)C.[Na+].[N+](C1C(S(O)(=O)=O)=C(C=CC=1)C([O:43][C:44](=O)[C:45]1[CH:50]=[CH:49][CH:48]=[C:47]([N+:51]([O-:53])=[O:52])[C:46]=1[S:54]([OH:57])(=[O:56])=[O:55])=O)([O-])=O>O>[N+:51]([C:47]1[C:46]([S:54]([OH:57])(=[O:55])=[O:56])=[C:45]([CH:50]=[CH:49][CH:48]=1)[C:44]([NH:4][C:5]1[CH:6]=[C:7]([S:23]([OH:26])(=[O:25])=[O:24])[CH:8]=[C:9]2[C:14]=1[C:13]([S:15]([OH:18])(=[O:17])=[O:16])=[CH:12][C:11]([S:19]([OH:22])(=[O:20])=[O:21])=[CH:10]2)=[O:43])([O-:53])=[O:52] |f:0.1.2.3,4.5.6.7.8|. Reported procedure: A 6.6 g portion of 8-amino-1,3,6-naphthalenetrisulfonic acid trisodium salt and 2.92 g of sodium acetate trihydrate are dissolved in 180 ml of water at 2° C. A 4.0 g portion of 3-nitrosulfobenzoic anhydride is added with stirring. A 400 ml portion of water is added and the mixture is allowed to stand 21/2 hours, filtered and the filtrate is cooled, acidified with 2-3 ml of hydrochloric acid and diluted with ethanol. The pink solid is collected by filtration, washed with 85% ethanol, ether and dr... Reactants: CC(=O)O[BH-](OC(C)=O)OC(C)=O, CC(=O)O, CCC=O, CCN(CC)C(=O)c1ccc(C(c2cccc(NC3CCCCC3)c2)N2CCNCC2)cc1, ClCCCl, [Na+]. The product is CCCN1CCN(C(c2ccc(C(=O)N(CC)CC)cc2)c2cccc(NC3CCCCC3)c2)CC1. Reaction SMILES: [C:38]([O:39][BH-:40]([O:41][C:42](=[O:43])[CH3:44])[O:45][C:46](=[O:47])[CH3:48])(=[O:49])[CH3:50].[CH3:52][C:53](=[O:54])[OH:55].[CH:1]([CH2:2][CH3:3])=[O:4].[CH:5]1([NH:11][c:12]2[cH:13][c:14]([CH:18]([c:19]3[cH:20][cH:21][c:22]([C:23](=[O:24])[N:25]([CH2:26][CH3:27])[CH2:28][CH3:29])[cH:30][cH:31]3)[N:32]3[CH2:33][CH2:34][NH:35][CH2:36][CH2:37]3)[cH:15][cH:16][cH:17]2)[CH2:6][CH2:7][CH2:8][CH2:9][CH2:10]1.[Cl:56][CH2:57][CH2:58][Cl:59].[Na+:51]>>[CH2:1]([CH2:2][CH3:3])[N:35]1[CH2:34][CH2:33][N:32]([CH:18]([c:14]2[cH:13][c:12]([NH:11][CH:5]3[CH2:6][CH2:7][CH2:8][CH2:9][CH2:10]3)[cH:17][cH:16][cH:15]2)[c:19]2[cH:20][cH:21][c:22]([C:23](=[O:24])[N:25]([CH2:26][CH3:27])[CH2:28][CH3:29])[cH:30][cH:31]2)[CH2:37][CH2:36]1.